Dataset: the Open Reaction Database (ORD), a public repository of structured organic reaction records. Task: describe an organic reaction: reactants, conditions, products, and yield Reactants: ClC=1C=C(C=CC1C#N)N1N=C2C3=C(CCC2C1C1CCCC1)C=C(C=C3)C(=O)O ((±)-(3SR,3aRS)-2-(3-chloro-4-cyanophenyl)-3-cyclopentyl-3,3a,4,5-tetrahydro-2H-benzo[g]indazole-7-carboxylic acid), C(CO)(=O)OCC (ethyl glycolate). The product is ClC=1C=C(C=CC1C#N)N1N=C2C3=C(CCC2C1C1CCCC1)C=C(C=C3)C(=O)OCC(=O)OCC ((±)-(3SR,3aRS)-2-ethoxy-2-oxoethyl 2-(3-chloro-4-cyanophenyl)-3-cyclopentyl-3,3a,4,5-tetrahydro-2H-benzo[g]indazole-7-carboxylate). Reaction SMILES: [Cl:1][C:2]1[CH:3]=[C:4]([N:10]2[CH:18]([CH:19]3[CH2:23][CH2:22][CH2:21][CH2:20]3)[CH:17]3[C:12]([C:13]4[CH:27]=[CH:26][C:25]([C:28]([OH:30])=[O:29])=[CH:24][C:14]=4[CH2:15][CH2:16]3)=[N:11]2)[CH:5]=[CH:6][C:7]=1[C:8]#[N:9].[C:31]([O:35][CH2:36][CH3:37])(=[O:34])[CH2:32]O>>[Cl:1][C:2]1[CH:3]=[C:4]([N:10]2[CH:18]([CH:19]3[CH2:20][CH2:21][CH2:22][CH2:23]3)[CH:17]3[C:12]([C:13]4[CH:27]=[CH:26][C:25]([C:28]([O:30][CH2:32][C:31]([O:35][CH2:36][CH3:37])=[O:34])=[O:29])=[CH:24][C:14]=4[CH2:15][CH2:16]3)=[N:11]2)[CH:5]=[CH:6][C:7]=1[C:8]#[N:9]. Reported procedure: The title compound was prepared from (±)-(3SR,3aRS)-2-(3-chloro-4-cyanophenyl)-3-cyclopentyl-3,3a,4,5-tetrahydro-2H-benzo[g]indazole-7-carboxylic acid, Example 15 and ethyl glycolate according to Method E. 1H NMR (400 MHz, CDCl3) δ ppm 1.32 (t, J=7.12 Hz, 4H), 1.40-1.67 (m, 6H) 1.72-1.83 (m, 1H), 1.96 (ddd, J=26.25, 13.09, 4.16 Hz, 1H), 2.06-2.20 (m, 1H), 2.25-2.36 (m, 1H), 2.84-2.99 (m, 1H), 3.12 (ddd, J=16.18, 3.36, 3.02 Hz, 1H), 3.49 (ddd, J=13.76, 9.33, 4.83 Hz, 1H), 4.28 (q, J=7.25 Hz, 2H),...